From a dataset of the Open Reaction Database (ORD), a public repository of structured organic reaction records. describe an organic reaction: reactants, conditions, products, and yield The reactants are Intermediate 16, OC1=CC=C(C=C1)C=1OC(=C(N1)CC(=O)N1[C@@H](CCC1)C)C (2-[2-(4-Hydroxy-phenyl)-5-methyl-oxazol-4-yl]-1-(2-(R)-methyl-pyrrolidin-1-yl)-ethanone), OC1=CC=C(C=C1)C=1OC(=C(N1)CC(=O)N1[C@@H](CCC1)C)C (2-[2-(4-Hydroxy-phenyl)-5-methyl-oxazol-4-yl]-1-(2-(R)-methyl-pyrrolidin-1-yl)-ethanone), Cl.ClCC=1N=CSC1 (4-(chloromethyl)thiazole hydrochloride). Yields the product C[C@H]1N(CCC1)C(CC=1N=C(OC1C)C1=CC=C(C=C1)OCC=1N=CSC1)=O (1-(2-(R)-Methyl-pyrrolidin-1-yl)-2-{5-methyl-2-[4-(thiazol-4-ylmethoxy)-phenyl]-oxazol-4-yl}-ethanone). RXN SMILES: [OH:1][C:2]1[CH:7]=[CH:6][C:5]([C:8]2[O:9][C:10]([CH3:22])=[C:11]([CH2:13][C:14]([N:16]3[CH2:20][CH2:19][CH2:18][C@H:17]3[CH3:21])=[O:15])[N:12]=2)=[CH:4][CH:3]=1.Cl.Cl[CH2:25][C:26]1[N:27]=[CH:28][S:29][CH:30]=1>>[CH3:21][C@@H:17]1[CH2:18][CH2:19][CH2:20][N:16]1[C:14](=[O:15])[CH2:13][C:11]1[N:12]=[C:8]([C:5]2[CH:6]=[CH:7][C:2]([O:1][CH2:25][C:26]3[N:27]=[CH:28][S:29][CH:30]=3)=[CH:3][CH:4]=2)[O:9][C:10]=1[CH3:22] |f:1.2|. Reported procedure: The title compound is prepared in a manner substantially similar to Intermediate 16 from 2-[2-(4-Hydroxy-phenyl)-5-methyl-oxazol-4-yl]-1-(2-(R)-methyl-pyrrolidin-1-yl)-ethanone (See Intermediate 62) and 4-(chloromethyl)thiazole hydrochloride except KI (1.5 eq.) is also added. MS (ES+) 398.3